From a dataset of the Open Reaction Database (ORD), a public repository of structured organic reaction records. describe an organic reaction: reactants, conditions, products, and yield Starting materials: ClC1=NNC2=CC=C(C=C12)C=O (3-Chloro-1H-indazole-5-carbaldehyde), C(CCO)O (propane-1,3-diol), C1(=CC=C(C=C1)S(=O)(=O)O)C (p-toluene sulfonic acid). Solvent: C1(=CC=CC=C1)C (toluene). The product is ClC1=NNC2=CC=C(C=C12)C1OCCCO1 (3-Chloro-5-(1,3-dioxan-2-yl)-1H-indazole). RXN SMILES: [Cl:1][C:2]1[C:10]2[C:5](=[CH:6][CH:7]=[C:8]([CH:11]=[O:12])[CH:9]=2)[NH:4][N:3]=1.[CH2:13](O)[CH2:14][CH2:15][OH:16].C1(C)C=CC(S(O)(=O)=O)=CC=1>C1(C)C=CC=CC=1>[Cl:1][C:2]1[C:10]2[C:5](=[CH:6][CH:7]=[C:8]([CH:11]3[O:16][CH2:15][CH2:14][CH2:13][O:12]3)[CH:9]=2)[NH:4][N:3]=1. Procedure details: 2.2 g (12.2 mmol) 3-chloro-1H-indazole-5-carbaldehyde (Example 43A), 4.64 g (60.9 mmol) propane-1,3-diol and a trace amount of p-toluene sulfonic acid in toluene (60 ml) were heated to reflux for 12 h using a Dean-Stark trap. After cooling, the mixture was concentrated under reduced pressure. The residue was dissolved in ethyl acetate and washed with water. The organic layer was dried with sodium sulfate, filtered and evaporated to dryness. The remaining solid (2.76 g, 91% of th.) was used in th...